This data is from the Open Reaction Database (ORD), a public repository of structured organic reaction records. The task is: describe an organic reaction: reactants, conditions, products, and yield RXN SMILES: C[O:2][C:3]([C:5]1[CH:6]=[C:7]([O:11][CH:12]([CH2:23][CH3:24])[C:13]([NH:15][C:16]([CH3:22])([CH3:21])[C:17]#[C:18][CH2:19][CH3:20])=[O:14])[CH:8]=[N:9][CH:10]=1)=[O:4].[OH-].[Na+]>CC(O)C.O>[C:3]([C:5]1[CH:6]=[C:7]([O:11][CH:12]([CH2:23][CH3:24])[C:13]([NH:15][C:16]([CH3:22])([CH3:21])[C:17]#[C:18][CH2:19][CH3:20])=[O:14])[CH:8]=[N:9][CH:10]=1)([OH:4])=[O:2] |f:1.2|. The product is C(=O)(O)C=1C=C(C=NC1)OC(C(=O)NC(C#CCC)(C)C)CC (2-(5-carboxy-3-pyridyloxy)-N-(5-methylhex-3-yn-5-yl)butyramide). Reported procedure: The product from Stage 2 (2.18 g) was dissolved in propan-2-ol (25 ml) and a solution of sodium hydroxide (0.28 g) in water (10 ml) was added at ambient temperature. The mixture was stirred for 1.5 hours, stored at ambient temperature for 18 hours and evaporated under reduced pressure to remove the propan-2-ol. The residual aqueous solution was diluted with water, washed with ethyl acetate and the aqueous phase was acidified with hydrochloric acid. The acidic aqueous phase was extracted with eth... The solvent is CC(C)O (propan-2-ol), O (water). Starting materials: COC(=O)C=1C=C(C=NC1)OC(C(=O)NC(C#CCC)(C)C)CC (2-(5-methoxycarbonyl-3-pyridyloxy)-N-(5-methylhex-3-yn-5-yl)butyramide), [OH-].[Na+] (sodium hydroxide). Reaction conditions: time 1.5 hour. The reactants are C(C)(=O)C1C(CC(CC1=O)C1=C(C=CC=C1)OC)=O (2-acetyl-5-(2-methoxyphenyl)cyclohexane-1,3-dione), O.NN (hydrazine hydrate). Solvent: C(C)O (ethanol). Product: COC1=C(C=CC=C1)C1CC(C=2C(=NNC2C1)C)=O (6-(2-methoxyphenyl)-3-methyl-4,5,6,7-tetrahydroindazol-4-one). The yield is 782.0%. RXN SMILES: [C:1]([CH:4]1[C:9](=O)[CH2:8][CH:7]([C:11]2[CH:16]=[CH:15][CH:14]=[CH:13][C:12]=2[O:17][CH3:18])[CH2:6][C:5]1=[O:19])(=O)[CH3:2].O.[NH2:21][NH2:22]>C(O)C>[CH3:18][O:17][C:12]1[CH:13]=[CH:14][CH:15]=[CH:16][C:11]=1[CH:7]1[CH2:8][C:9]2[NH:22][N:21]=[C:1]([CH3:2])[C:4]=2[C:5](=[O:19])[CH2:6]1 |f:1.2|. Procedure: A solution of 2-acetyl-5-(2-methoxyphenyl)cyclohexane-1,3-dione (0.10 g) and hydrazine hydrate (0.21 g) in ethanol (20 ml) was refluxed for 30 minutes. Under reduced pressure, the solvent was evaporated, and the residue was recrystallized from ethyl acetate-hexane to give colorless crystals of 6-(2-methoxyphenyl)-3-methyl-4,5,6,7-tetrahydroindazol-4-one (0.77 g).